From a dataset of the Open Reaction Database (ORD), a public repository of structured organic reaction records. describe an organic reaction: reactants, conditions, products, and yield Starting materials: C(C1=CC=CC=C1)C1OC2=C(C1)C=CC=C2 (2-benzyl-2,3-dihydrobenzofuran), BrBr (bromine). Solvent: C(Cl)(Cl)(Cl)Cl (carbon tetrachloride), C(Cl)(Cl)(Cl)Cl (carbon tetrachloride). Product: C(C1=CC=CC=C1)C1OC2=C(C1)C=C(C=C2)Br (2-Benzyl-5-bromo-2,3-dihydrobenzofuran). The yield is 38.4%. RXN SMILES: [CH2:1]([CH:8]1[CH2:12][C:11]2[CH:13]=[CH:14][CH:15]=[CH:16][C:10]=2[O:9]1)[C:2]1[CH:7]=[CH:6][CH:5]=[CH:4][CH:3]=1.[Br:17]Br>C(Cl)(Cl)(Cl)Cl>[CH2:1]([CH:8]1[CH2:12][C:11]2[CH:13]=[C:14]([Br:17])[CH:15]=[CH:16][C:10]=2[O:9]1)[C:2]1[CH:3]=[CH:4][CH:5]=[CH:6][CH:7]=1. Reported procedure: A solution of 2-benzyl-2,3-dihydrobenzofuran (1.9 g, 9 mmole) in 25 ml carbon tetrachloride was cooled to 0° C. and a solution of 0.46 ml (9 mmole) bromine in 5 ml carbon tetrachloride was added at 0° C. The mixture was warmed to room temperature, washed with water, sodium bicarbonate solution, and water again. The solvent was then evaporated to afford 2.5 g of crude product which was purified by column chromatography on silica gel, eluting with hexane to afford 1.0 g (38.5%) of the desired comp... The reactants are C(C)(C)(C)OC(NCCC=1N=NNN1)=O ([2-(2H-Tetrazol-5-yl)-ethyl]-carbamic acid tert-butyl ester), C(=O)([O-])[O-].[Cs+].[Cs+] (Cs2CO3), BrCCF (1-Bromo-2-fluoroethane). Solvent: CN(C)C=O (DMF). Conditions: time 15 minute. Product: C(C)(C)(C)OC(NCCC=1N=NN(N1)CCF)=O ({2-[2-(2-Fluoro-ethyl)-2H-tetrazol-5-yl]-ethyl}-carbamic acid tert-butyl ester). RXN SMILES: [C:1]([O:5][C:6](=[O:15])[NH:7][CH2:8][CH2:9][C:10]1[N:11]=[N:12][NH:13][N:14]=1)([CH3:4])([CH3:3])[CH3:2].C([O-])([O-])=O.[Cs+].[Cs+].Br[CH2:23][CH2:24][F:25]>CN(C=O)C>[C:1]([O:5][C:6](=[O:15])[NH:7][CH2:8][CH2:9][C:10]1[N:11]=[N:12][N:13]([CH2:23][CH2:24][F:25])[N:14]=1)([CH3:4])([CH3:2])[CH3:3] |f:1.2.3|. Procedure: To a solution of [2-(2H-Tetrazol-5-yl)-ethyl]-carbamic acid tert-butyl ester 0.45 g, 2.11 mmol) in dry DMF (14 ml) was suspended Cs2CO3 (0.825 g, 2.53 mmol) and the reaction mixture stirred for 15 minutes. 1-Bromo-2-fluoroethane (0.63 ml, 8.44 mmol) was added and the reaction mixture stirred at ambient temperature for 5 hours. The reaction mixture was filtered and the DMF evaporated to afford the crude product as a brown oil. The crude material was absorbed onto silica and purified by silica chr... Starting materials: CS(=O)(=O)c1ccc(CCCN2CCCC(CN3CCNCC3)C2)cc1, Cc1ccccc1, O=C=Nc1ccc(F)c(Cl)c1. Yields the product CS(=O)(=O)c1ccc(CCCN2CCCC(CN3CCN(C(=O)Nc4ccc(F)c(Cl)c4)CC3)C2)cc1. As a reaction SMILES: [CH3:1][S:2](=[O:3])(=[O:4])[c:5]1[cH:6][cH:7][c:8]([CH2:11][CH2:12][CH2:13][N:14]2[CH2:15][CH:16]([CH2:20][N:21]3[CH2:22][CH2:23][NH:24][CH2:25][CH2:26]3)[CH2:17][CH2:18][CH2:19]2)[cH:9][cH:10]1.[CH3:38][c:39]1[cH:40][cH:41][cH:42][cH:43][cH:44]1.[Cl:27][c:28]1[cH:29][c:30]([N:35]=[C:36]=[O:37])[cH:31][cH:32][c:33]1[F:34]>>[CH3:1][S:2](=[O:3])(=[O:4])[c:5]1[cH:6][cH:7][c:8]([CH2:11][CH2:12][CH2:13][N:14]2[CH2:15][CH:16]([CH2:20][N:21]3[CH2:22][CH2:23][N:24]([C:36]([NH:35][c:30]4[cH:29][c:28]([Cl:27])[c:33]([F:34])[cH:32][cH:31]4)=[O:37])[CH2:25][CH2:26]3)[CH2:17][CH2:18][CH2:19]2)[cH:9][cH:10]1. Starting materials: CC1(OC(=CC(O1)=O)C)C (2,2-dimethyl-6-methyl-1,3-dioxin-4-one), Cl (hydrochloric acid), ClCC(=O)Cl (chloroacetyl chloride), [Li+].CC(C)[N-]C(C)C (LDA). Run in C(C)(=O)OCC (ethyl acetate), CCOCC (ether), CCOCC (ether). Conditions: time 30 minute. The product is CC1(OC(=CC(O1)=O)CC(CCl)=O)C (2,2-dimethyl-6-(3-chloro-2-oxopropyl)-1,3-dioxin-4-one). Yield: 68.9%. Reaction SMILES: [CH3:1][C:2]1([CH3:10])[O:7][C:6](=[O:8])[CH:5]=[C:4]([CH3:9])[O:3]1.[Cl:11][CH2:12][C:13](Cl)=[O:14].[Li+].CC([N-]C(C)C)C.Cl>C(OCC)(=O)C.CCOCC>[CH3:1][C:2]1([CH3:10])[O:7][C:6](=[O:8])[CH:5]=[C:4]([CH2:9][C:13](=[O:14])[CH2:12][Cl:11])[O:3]1 |f:2.3|. Procedure: In an argon gas stream, 20.6 ml of n-butyl lithium (1.6M solution in hexane) were added to 60 ml of an ether solution containing 3.53 g (0.033 mol) of diisopropylamine at -20° C. to form LDA. After stirring for 30 minutes, a mixture of 4.26 g (0.03 mol) of 2,2-dimethyl-6-methyl-1,3-dioxin-4-one and 60 ml of ether as well as 60 ml of an ether solution containing 1.69 g (0.015 mol) of chloroacetyl chloride were added to LDA. After the temperature was gradually returned to room temperature, 10% hyd... The reactants are [Li+].[OH-] (LiOH), CO (methanol), COC(=O)C1=CC=C(COC(=O)N2C(C3(C(C2)CC(C)(C)C)C(NC2=CC(=CC=C23)Cl)=O)C2=C(C(=CC=C2)Cl)F)C=C1 (rac-(2′S,3′S,4′S)-6-chloro-2′-(3-chloro-2-fluoro-phenyl)-4′-(2,2-dimethyl-propyl)-2-oxo-1,2-dihydro-spiro[indole-3,3′-pyrrolidine]-1′-carboxylic acid 4-methoxycarbonyl-benzyl ester). The solvent is O1CCCC1 (tetrahydrofuran), O (water). Product: C(=O)(O)C1=CC=C(COC(=O)N2C(C3(C(C2)CC(C)(C)C)C(NC2=CC(=CC=C23)Cl)=O)C2=C(C(=CC=C2)Cl)F)C=C1 (rac-(2′S,3′S,4′S)-6-chloro-2′-(3-chloro-2-fluoro-phenyl)-4′-(2,2-dimethyl-propyl)-2-oxo-1,2-dihydro-spiro[indole-3,3′-pyrrolidine]-1′-carboxylic acid 4-carboxy-benzyl ester). Reaction SMILES: C[O:2][C:3]([C:5]1[CH:42]=[CH:41][C:8]([CH2:9][O:10][C:11]([N:13]2[CH2:17][CH:16]([CH2:18][C:19]([CH3:22])([CH3:21])[CH3:20])[C:15]3([C:30]4[C:25](=[CH:26][C:27]([Cl:31])=[CH:28][CH:29]=4)[NH:24][C:23]3=[O:32])[CH:14]2[C:33]2[CH:38]=[CH:37][CH:36]=[C:35]([Cl:39])[C:34]=2[F:40])=[O:12])=[CH:7][CH:6]=1)=[O:4].[Li+].[OH-].CO>O1CCCC1.O>[C:3]([C:5]1[CH:42]=[CH:41][C:8]([CH2:9][O:10][C:11]([N:13]2[CH2:17][CH:16]([CH2:18][C:19]([CH3:22])([CH3:21])[CH3:20])[C:15]3([C:30]4[C:25](=[CH:26][C:27]([Cl:31])=[CH:28][CH:29]=4)[NH:24][C:23]3=[O:32])[CH:14]2[C:33]2[CH:38]=[CH:37][CH:36]=[C:35]([Cl:39])[C:34]=2[F:40])=[O:12])=[CH:7][CH:6]=1)([OH:4])=[O:2] |f:1.2|. Reported procedure: In a manner similar to the method described in Example 13, rac-(2′S,3′S,4′S)-6-chloro-2′-(3-chloro-2-fluoro-phenyl)-4′-(2,2-dimethyl-propyl)-2-oxo-1,2-dihydro-spiro[indole-3,3′-pyrrolidine]-1′-carboxylic acid 4-methoxycarbonyl-benzyl ester (50 mg, 0.08 mmol) was heated with aqueous LiOH (19 mg, 0.8 mmol) in tetrahydrofuran (3 mL), water (3 mL), and methanol (1 mL) at room temperature for 18 h to give rac-(2′S,3′S,4′S)-6-chloro-2′-(3-chloro-2-fluoro-phenyl)-4′-(2,2-dimethyl-propyl)-2-oxo-1,2-dihy... Reactants: S(=O)(=O)(Cl)Cl (sulfuryl chloride), C([O-])([O-])=O.[K+].[K+] (potassium carbonate), S1C(SCC1)C1=C2C[C@H]3N(C[C@H](C=C3C=3C=CC=C(N1)C32)NC(N(CC)CC)=O)C (3-[9,10-didehydro-2-(1,3-dithiolan-2-yl)-6-methyl-8α-ergolinyl]-1,1-diethylurea), O (water). Solvent: C(Cl)(Cl)Cl (chloroform), C(Cl)(Cl)Cl (chloroform). Run at time 2 hour. The product is C(=O)C1=C2C[C@H]3N(C[C@H](C=C3C=3C=CC=C(N1)C32)NC(N(CC)CC)=O)C (3-(9,10-didehydro-2-formyl-6-methyl-8α-ergolinyl)-1,1-diethylurea). Isolated yield 102.3%. As a reaction SMILES: S1CCS[CH:2]1[C:6]1[NH:20][C:19]2[C:21]3[C:7]=1[CH2:8][C@@H:9]1[C:14]([C:15]=3[CH:16]=[CH:17][CH:18]=2)=[CH:13][C@H:12]([NH:22][C:23](=[O:29])[N:24]([CH2:27][CH3:28])[CH2:25][CH3:26])[CH2:11][N:10]1[CH3:30].O.S(Cl)(Cl)(=O)=[O:33].C(=O)([O-])[O-].[K+].[K+]>C(Cl)(Cl)Cl>[CH:2]([C:6]1[NH:20][C:19]2[C:21]3[C:7]=1[CH2:8][C@@H:9]1[C:14]([C:15]=3[CH:16]=[CH:17][CH:18]=2)=[CH:13][C@H:12]([NH:22][C:23](=[O:29])[N:24]([CH2:27][CH3:28])[CH2:25][CH3:26])[CH2:11][N:10]1[CH3:30])=[O:33] |f:3.4.5|. Procedure: Under argon, 1.10 g (2.5 mmol) of 3-[9,10-didehydro-2-(1,3-dithiolan-2-yl)-6-methyl-8α-ergolinyl]-1,1-diethylurea is dissolved in 25 ml of chloroform and combined with 1.9 g of silica gel of a particle size of 0.063-0.2 mm. Under vigorous agitation, 2 ml of distilled water is added dropwise. Subsequently, within a time period of 15 minutes, a solution of 0.5 ml (0.6 mmol) of sulfuryl chloride in 13 ml of chloroform is added dropwise and the mixture is stirred for 2 hours at room temperature. For... The reactants are CN(CCN)C (2-dimethylaminoethylamine), C1(=CC=CC=C1)S(=O)(=O)C=1C(=NN2C1N=C(C=C2Cl)C)SC (3-benzenesulphonyl-7-chloro-5-methyl-2-methylsulphanyl-pyrazolo[1,5-a]pyrimidine). The solvent is CN(C)C=O (DMF). Conditions: time 2 hour. Product: C1(=CC=CC=C1)S(=O)(=O)C=1C(=NN2C1N=C(C=C2NCCN(C)C)C)SC (N-(3-benzenesulphonyl-5-methyl-2-methylsulphanyl-pyrazolo[1,5-a]pyrimidin-7-yl)-N′,N′-dimethyl-ethane-1,2-diamine). The yield is 113.4%. As a reaction SMILES: [CH3:1][N:2]([CH3:6])[CH2:3][CH2:4][NH2:5].[C:7]1([S:13]([C:16]2[C:17]([S:27][CH3:28])=[N:18][N:19]3[C:24](Cl)=[CH:23][C:22]([CH3:26])=[N:21][C:20]=23)(=[O:15])=[O:14])[CH:12]=[CH:11][CH:10]=[CH:9][CH:8]=1>CN(C=O)C>[C:7]1([S:13]([C:16]2[C:17]([S:27][CH3:28])=[N:18][N:19]3[C:24]([NH:5][CH2:4][CH2:3][N:2]([CH3:6])[CH3:1])=[CH:23][C:22]([CH3:26])=[N:21][C:20]=23)(=[O:15])=[O:14])[CH:8]=[CH:9][CH:10]=[CH:11][CH:12]=1. Reported procedure: 0.088 g (1 mmol) of 2-dimethylaminoethylamine was added to a solution of 0.17 g (0.5 mmol) of 3-benzenesulphonyl-7-chloro-5-methyl-2-methylsulphanyl-pyrazolo[1,5-a]pyrimidine in 3 ml of DMF and stirred at 60° for 2 hrs. The reaction solution was cooled to RT and evaporated in a high vacuum. The residue was partitioned between 2N NaOH and CH2Cl2. The aqueous phase was extracted three times with CH2Cl2, and the combined organic phases were dried (MgSO4), filtered and evaporated. Subsequent chromat... Reactants: BrBr (bromine), C(C)NC1=NC(=CC(=N1)NC1CC1)Cl (2-ethylamino-4-cyclopropylamino-6-chloropyrimidine), N (ammonia), O (water). Run in C(Cl)Cl (methylene chloride), C(Cl)Cl (methylene chloride). Reaction conditions: time 8 hour. The product is C(C)NC1=NC(=C(C(=N1)NC1CC1)Br)Cl (2-Ethylamino-4-cyclopropylamino-5-bromo-6-chloropyrimidine). Isolated yield 89.2%. As a reaction SMILES: [Br:1]Br.[CH2:3]([NH:5][C:6]1[N:11]=[C:10]([NH:12][CH:13]2[CH2:15][CH2:14]2)[CH:9]=[C:8]([Cl:16])[N:7]=1)[CH3:4].O.N>C(Cl)Cl>[CH2:3]([NH:5][C:6]1[N:11]=[C:10]([NH:12][CH:13]2[CH2:14][CH2:15]2)[C:9]([Br:1])=[C:8]([Cl:16])[N:7]=1)[CH3:4]. Procedure details: A solution of 6.4 g of bromine (0.04 mol) in 30 ml of methylene chloride is added dropwise over the course of one hour to a solution of 8.5 g (0.04 mol) of 2-ethylamino-4-cyclopropylamino-6-chloropyrimidine in 300 ml of methylene chloride, whilst cooling with ice. The solution is left to stand overnight at room temperature, 150 ml of water are then added and the mixture is brought to pH 9-10 with dilute ammonia solution. The organic phase is separated off, rinsed with water, dried over magnesium...